This data is from the Open Reaction Database (ORD), a public repository of structured organic reaction records. The task is: describe an organic reaction: reactants, conditions, products, and yield Starting materials: COC(=O)CC(CCCN1CCC(CCC2(C)OCCO2)C1=O)c1ccc(OC)nc1, CC(C)=O, Cc1ccc(S(=O)(=O)O)cc1. The product is COC(=O)CC(CCCN1CCC(CCC(C)=O)C1=O)c1ccc(OC)nc1. RXN SMILES: [CH3:1][O:2][C:3]([CH2:4][CH:5]([CH2:6][CH2:7][CH2:8][N:9]1[C:10](=[O:22])[CH:11]([CH2:14][CH2:15][C:16]2([CH3:21])[O:17][CH2:20][CH2:19][O:18]2)[CH2:12][CH2:13]1)[c:23]1[cH:24][n:25][c:26]([O:29][CH3:30])[cH:27][cH:28]1)=[O:31].[CH3:43][C:44](=[O:45])[CH3:46].[c:32]1([CH3:33])[cH:34][cH:35][c:36]([S:37]([OH:38])(=[O:39])=[O:40])[cH:41][cH:42]1>>[CH3:1][O:2][C:3]([CH2:4][CH:5]([CH2:6][CH2:7][CH2:8][N:9]1[C:10](=[O:22])[CH:11]([CH2:14][CH2:15][C:16](=[O:17])[CH3:21])[CH2:12][CH2:13]1)[c:23]1[cH:24][n:25][c:26]([O:29][CH3:30])[cH:27][cH:28]1)=[O:31]. Starting materials: CN, CCCc1cc(C(=O)O)nc(S(C)(=O)=O)n1. Yields the product CCCc1cc(C(=O)O)nc(NC)n1. Reaction SMILES: [CH3:1][NH2:2].[CH3:3][S:4](=[O:5])(=[O:6])[c:7]1[n:8][c:9]([CH2:16][CH2:17][CH3:18])[cH:10][c:11]([C:13](=[O:14])[OH:15])[n:12]1>>[CH3:1][NH:2][c:7]1[n:8][c:9]([CH2:16][CH2:17][CH3:18])[cH:10][c:11]([C:13](=[O:14])[OH:15])[n:12]1. The reactants are C1(=CC=CC2=CC=CC=C12)CC#N (1-naphthaleneacetonitrile), [H-].[Na+] (sodium hydride), BrCCCCC(=O)OCC (ethyl 5-bromovalerate). The solvent is CN(C)C=O (DMF), O (water). Reaction conditions: temperature 60 celsius, time 30 minute. The product is C(#N)C(CCCCC(=O)OCC)C1=CC=CC2=CC=CC=C12 (Ethyl 6-cyano-6-(1-naphthyl)hexanoate). The yield is 77.5%. RXN SMILES: [C:1]1([CH2:11][C:12]#[N:13])[C:10]2[C:5](=[CH:6][CH:7]=[CH:8][CH:9]=2)[CH:4]=[CH:3][CH:2]=1.[H-].[Na+].Br[CH2:17][CH2:18][CH2:19][CH2:20][C:21]([O:23][CH2:24][CH3:25])=[O:22]>CN(C=O)C.O>[C:12]([CH:11]([C:1]1[C:10]2[C:5](=[CH:6][CH:7]=[CH:8][CH:9]=2)[CH:4]=[CH:3][CH:2]=1)[CH2:17][CH2:18][CH2:19][CH2:20][C:21]([O:23][CH2:24][CH3:25])=[O:22])#[N:13] |f:1.2|. Procedure details: In 125 ml of DMF was dissolved 12.54 g (75 mmol) of 1-naphthaleneacetonitrile. Then, 3.30 g (82.5 mmol) of 60% sodium hydride was added at room temperature and the mixture was heated to 60° C. and stirred for 30 minutes. After cooling to room temperature, 13.17 ml (82.5 mmol) of ethyl 5-bromovalerate was added. The reaction was further conducted at 60° C. for 30 minutes, after which the reaction mixture was cooled to <10° C. and diluted with 500 ml of pure water. The diluted mixture was extracte... The reactants are CN1CCC(c2ccc(Br)cc2)CC1, CC(=O)OC1CCN(c2ccc(B3OC(C)(C)C(C)(C)O3)cc2)CC1, CCOC(C)=O, O. Product: CN1CCC(c2ccc(B3OC(C)(C)C(C)(C)O3)cc2)CC1. RXN SMILES: [Br:26][c:27]1[cH:28][cH:29][c:30]([CH:33]2[CH2:34][CH2:35][N:36]([CH3:39])[CH2:37][CH2:38]2)[cH:31][cH:32]1.[C:1]([O:2][CH:3]1[CH2:4][CH2:5][N:6]([c:11]2[cH:12][cH:13][c:14]([B:17]3[O:18][C:19]([CH3:24])([CH3:25])[C:20]([CH3:22])([CH3:23])[O:21]3)[cH:15][cH:16]2)[CH2:7][CH2:8]1)(=[O:9])[CH3:10].[CH3:40][CH2:41][O:42][C:43]([CH3:44])=[O:45].[OH2:46]>>[c:11]1([CH:33]2[CH2:34][CH2:35][N:36]([CH3:39])[CH2:37][CH2:38]2)[cH:12][cH:13][c:14]([B:17]2[O:18][C:19]([CH3:24])([CH3:25])[C:20]([CH3:22])([CH3:23])[O:21]2)[cH:15][cH:16]1. Starting materials: CC(Nc1ccc([N+](=O)[O-])cc1C(=O)NCc1ccc2c(c1)OCO2)C(=O)OC(C)(C)C, ClCCl, O=C(O)C(F)(F)F. Product: CC(Nc1ccc([N+](=O)[O-])cc1C(=O)NCc1ccc2c(c1)OCO2)C(=O)O. RXN SMILES: [C:1]([CH3:2])([CH3:3])([CH3:4])[O:5][C:6](=[O:7])[CH:8]([CH3:9])[NH:10][c:11]1[c:12]([C:13](=[O:14])[NH:15][CH2:16][c:17]2[cH:18][c:19]3[c:20]([cH:24][cH:25]2)[O:21][CH2:22][O:23]3)[cH:26][c:27]([N+:30](=[O:31])[O-:32])[cH:28][cH:29]1.[Cl:40][CH2:41][Cl:42].[OH:33][C:34]([C:35]([F:36])([F:37])[F:38])=[O:39]>>[O:5]=[C:6]([OH:7])[CH:8]([CH3:9])[NH:10][c:11]1[c:12]([C:13](=[O:14])[NH:15][CH2:16][c:17]2[cH:18][c:19]3[c:20]([cH:24][cH:25]2)[O:21][CH2:22][O:23]3)[cH:26][c:27]([N+:30](=[O:31])[O-:32])[cH:28][cH:29]1. Starting materials: N1=CC(=CC=C1)CCO (3-pyridineethanol), BrCCCCCCBr (1,6-dibromohexane), [OH-].[Na+] (sodium hydroxide). Run in O (water). Conditions: time 3 hour. The product is BrCCCCCCOCCC=1C=NC=CC1 (3-[2-[(6-bromohexyl)oxy]ethyl]pyridine). The yield is 64.5%. Reaction SMILES: [N:1]1[CH:6]=[CH:5][CH:4]=[C:3]([CH2:7][CH2:8][OH:9])[CH:2]=1.[Br:10][CH2:11][CH2:12][CH2:13][CH2:14][CH2:15][CH2:16]Br.[OH-].[Na+]>O>[Br:10][CH2:11][CH2:12][CH2:13][CH2:14][CH2:15][CH2:16][O:9][CH2:8][CH2:7][C:3]1[CH:2]=[N:1][CH:6]=[CH:5][CH:4]=1 |f:2.3|. Procedure details: A mixture of 3-pyridineethanol (4 g), 1,6-dibromohexane (23.78 g), TAB (0.5 g) and 2N sodium hydroxide (50 ml) was vigorously stirred for 3 h. The mixture was diluted with water (75 ml), extracted with ethyl acetate and the combined organic extracts were washed with brine (150 ml), dried and evaporated. The resulting oil was purified by FCC eluting with hexane→hexane-ethyl acetate (19:1) to give 3-[2-[(6-bromohexyl)oxy]ethyl]pyridine (6 g). A solution of this bromocompound (5 g) and benzylamine ... Reaction SMILES: [CH3:50][OH:51].[CH3:52][CH2:53][O:54][C:55](=[O:56])[CH3:57].[ClH:49].[c:1]1(-[c:43]2[cH:44][cH:45][cH:46][cH:47][cH:48]2)[c:2]([CH2:7][C:8](=[O:9])[N:10]2[CH2:11][CH:12]([NH:15][c:16]3[n:17][c:18]4[cH:19][cH:20][cH:21][cH:22][c:23]4[c:24]([N:26]4[CH2:27][CH:28]([NH:32][C:33](=[O:34])[O:35][CH2:36][c:37]5[cH:38][cH:39][cH:40][cH:41][cH:42]5)[CH2:29][CH2:30][CH2:31]4)[n:25]3)[CH2:13][CH2:14]2)[cH:3][cH:4][cH:5][cH:6]1>>[c:1]1(-[c:43]2[cH:44][cH:45][cH:46][cH:47][cH:48]2)[c:2]([CH2:7][C:8](=[O:9])[N:10]2[CH2:11][CH:12]([NH:15][c:16]3[n:17][c:18]4[cH:19][cH:20][cH:21][cH:22][c:23]4[c:24]([N:26]4[CH2:27][CH:28]([NH2:32])[CH2:29][CH2:30][CH2:31]4)[n:25]3)[CH2:13][CH2:14]2)[cH:3][cH:4][cH:5][cH:6]1. The reactants are CO, CCOC(C)=O, Cl, O=C(NC1CCCN(c2nc(NC3CCN(C(=O)Cc4ccccc4-c4ccccc4)C3)nc3ccccc23)C1)OCc1ccccc1. Product: NC1CCCN(c2nc(NC3CCN(C(=O)Cc4ccccc4-c4ccccc4)C3)nc3ccccc23)C1. Starting materials: ClC=1C=NC(=NC1)N1CCC(CC1)C1C(C1)CCO (2-{2-[1-(5-chloropyrimidin-2-yl)piperidin-4-yl]cyclopropyl}ethanol), TEA, S(=O)(=O)(C1=CC=C(C)C=C1)Cl (TsCl), TEA, S(=O)(=O)(C1=CC=C(C)C=C1)Cl (TsCl), ice water. Reagents/catalysts: CN(C)C=1C=CN=CC1 (DMAP), CN(C)C=1C=CN=CC1 (DMAP). Run in ClCCl (dichloromethane). Reaction conditions: time 3 hour. Yields the product CC1=CC=C(C=C1)S(=O)(=O)OCC[C@@H]1[C@H](C1)C1CCN(CC1)C1=NC=C(C=N1)Cl (2-{(1R,2R)-2-[1-(5-chloropyrimidin-2-yl)piperidin-4-yl]cyclopropyl}ethyl 4-methylbenzenesulfonate). As a reaction SMILES: [Cl:1][C:2]1[CH:3]=[N:4][C:5]([N:8]2[CH2:13][CH2:12][CH:11]([CH:14]3[CH2:16][CH:15]3[CH2:17][CH2:18][OH:19])[CH2:10][CH2:9]2)=[N:6][CH:7]=1.[S:20](Cl)([C:23]1[CH:29]=[CH:28][C:26]([CH3:27])=[CH:25][CH:24]=1)(=[O:22])=[O:21]>ClCCl.CN(C1C=CN=CC=1)C>[CH3:27][C:26]1[CH:28]=[CH:29][C:23]([S:20]([O:19][CH2:18][CH2:17][C@H:15]2[CH2:16][C@@H:14]2[CH:11]2[CH2:12][CH2:13][N:8]([C:5]3[N:6]=[CH:7][C:2]([Cl:1])=[CH:3][N:4]=3)[CH2:9][CH2:10]2)(=[O:22])=[O:21])=[CH:24][CH:25]=1. Procedure details: The title compound was synthesized using 2-{2-[1-(5-chloropyrimidin-2-yl)piperidin-4-yl]cyclopropyl}ethanol from Example 2b-S (slow) (41.2 mg, 0.146 mmol) was in 1.46 mL dichloromethane. TEA (0.0408 mL, 0.296 mol), DMAP (1.786 mg, 0.015 mmol) and TsCl (33.5 mg, 0.175 mmol) were sequentially added. The mixture was stirred at room temperature for 3 hour. Another 0.02 mL of TEA, 1 mg of DMAP and 14 mg of TsCl were added. Reaction mixture was stirred at room temperature for 30 min. The mixture was p... Starting materials: C(C)C1=CC2=C(NC(N(C2=O)CCN2CCOCC2)=O)S1 (6-ethyl-3-(2-morpholin-4-ylethyl)thieno[2,3-d]pyrimidine-2,4(1H,3H)-dione), BrCC1=CC=C(C=C1)C1=C(C=CC=C1)C1=NOC(=N1)C(Cl)(Cl)Cl (3-[4′-(bromomethyl)biphenyl-2-yl]-5-(trichloromethyl)-1,2,4-oxadiazole), C([O-])([O-])=O.[K+].[K+] (potassium carbonate), CN(C=O)C (N,N-dimethylformamide). Solvent: C(C)(=O)OCC (ethyl acetate). Conditions: time 2 hour. Product: C(C)C1=CC2=C(N(C(N(C2=O)CCN2CCOCC2)=O)CC2=CC=C(C=C2)C2=C(C=CC=C2)C2=NOC(N2)=O)S1 (6-ethyl-3-(2-morpholin-4-ylethyl)-1-{[2′-(5-oxo-4,5-dihydro-1,2,4-oxadiazol-3-yl)biphenyl-4-yl]methyl}thieno[2,3-d]pyrimidine-2,4(1H,3H)-dione). The yield is 13.3%. As a reaction SMILES: [CH2:1]([C:3]1[S:21][C:6]2[NH:7][C:8](=[O:20])[N:9]([CH2:12][CH2:13][N:14]3[CH2:19][CH2:18][O:17][CH2:16][CH2:15]3)[C:10](=[O:11])[C:5]=2[CH:4]=1)[CH3:2].Br[CH2:23][C:24]1[CH:29]=[CH:28][C:27]([C:30]2[CH:35]=[CH:34][CH:33]=[CH:32][C:31]=2[C:36]2[N:40]=[C:39](C(Cl)(Cl)Cl)[O:38][N:37]=2)=[CH:26][CH:25]=1.C(=O)([O-])[O-:46].[K+].[K+].CN(C)C=O>C(OCC)(=O)C>[CH2:1]([C:3]1[S:21][C:6]2[N:7]([CH2:23][C:24]3[CH:29]=[CH:28][C:27]([C:30]4[CH:35]=[CH:34][CH:33]=[CH:32][C:31]=4[C:36]4[NH:40][C:39](=[O:46])[O:38][N:37]=4)=[CH:26][CH:25]=3)[C:8](=[O:20])[N:9]([CH2:12][CH2:13][N:14]3[CH2:19][CH2:18][O:17][CH2:16][CH2:15]3)[C:10](=[O:11])[C:5]=2[CH:4]=1)[CH3:2] |f:2.3.4|. Reported procedure: A mixture of 6-ethyl-3-(2-morpholin-4-ylethyl)thieno[2,3-d]pyrimidine-2,4(1H,3H)-dione (0.25 g), 3-[4′-(bromomethyl)biphenyl-2-yl]-5-(trichloromethyl)-1,2,4-oxadiazole (0.42 g), potassium carbonate (0.13 g) and N,N-dimethylformamide (10 mL) was stirred at room temperature for 2 hr. The reaction mixture was diluted with ethyl acetate, washed successively with water and saturated brine, and dried over anhydrous magnesium sulfate. The solvent was evaporated under reduced pressure. The obtained resi...